This data is from the Open Reaction Database (ORD), a public repository of structured organic reaction records. The task is: describe an organic reaction: reactants, conditions, products, and yield Reactants: C(C#CC)OC1=CC=C(C=C1)S(=O)(=O)C1(CCN(CC1)C(=O)C=1C=NC=CC1)C(=O)OC (Methyl 4-(4-but-2-ynyloxybenzenesulfonyl)-1-(3-pyridinylcarbonyl)-4-piperidinecarboxylate), [OH-].[Na+] (sodium hydroxide). Solvent: O1CCCC1.CO (tetrahydrofuran methanol). Yields the product C(C#CC)OC1=CC=C(C=C1)S(=O)(=O)C1(CCN(CC1)C(=O)C=1C=NC=CC1)C(=O)O (4-(4-But-2-ynyloxybenzenesulfonyl)-1-(3-pyridinylcarbonyl)-4-piperidine carboxylic acid), acid. Isolated yield 57.0%. Reaction SMILES: [CH2:1]([O:5][C:6]1[CH:11]=[CH:10][C:9]([S:12]([C:15]2([C:29]([O:31]C)=[O:30])[CH2:20][CH2:19][N:18]([C:21]([C:23]3[CH:24]=[N:25][CH:26]=[CH:27][CH:28]=3)=[O:22])[CH2:17][CH2:16]2)(=[O:14])=[O:13])=[CH:8][CH:7]=1)[C:2]#[C:3][CH3:4].[OH-].[Na+]>O1CCCC1.CO>[CH2:1]([O:5][C:6]1[CH:7]=[CH:8][C:9]([S:12]([C:15]2([C:29]([OH:31])=[O:30])[CH2:20][CH2:19][N:18]([C:21]([C:23]3[CH:24]=[N:25][CH:26]=[CH:27][CH:28]=3)=[O:22])[CH2:17][CH2:16]2)(=[O:14])=[O:13])=[CH:10][CH:11]=1)[C:2]#[C:3][CH3:4] |f:1.2,3.4|. Procedure: 4-(4-But-2-ynyloxybenzenesulfonyl)-1-(3-pyridinylcarbonyl)-4-piperidine carboxylic acid was prepared following the procedure of Example 64 (step 5). Starting from Methyl 4-(4-but-2-ynyloxybenzenesulfonyl)-1-(3-pyridinylcarbonyl)-4-piperidinecarboxylate (430 mg, 0.94 mmol) in 8 ml of tetrahydrofuran:methanol (1:1), and 1N sodium hydroxide (1.89 ml, 1.89 mmol) to obtain 235 mg (57%) of the acid. HR-MS: m/z Calculated for C22H22N2O6S 443.1271; Found 443.1270.